From a dataset of the Open Reaction Database (ORD), a public repository of structured organic reaction records. describe an organic reaction: reactants, conditions, products, and yield The reactants are [Al+3], CCOC(=O)c1cc(C(C)(C)C)nn1Cc1ccc(COCOC)cc1, CCO, [Cl-], [H-], [H-], [H-], [H-], [Li+], [NH4+], C1CCOC1. Product: COCOCc1ccc(Cn2nc(C(C)(C)C)cc2CO)cc1. As a reaction SMILES: [Al+3:28].[C:1]([CH3:2])([CH3:3])([CH3:4])[c:5]1[n:6][n:7]([CH2:15][c:16]2[cH:17][cH:18][c:19]([CH2:22][O:23][CH2:24][O:25][CH3:26])[cH:20][cH:21]2)[c:8]([C:10](=[O:11])[O:12][CH2:13][CH3:14])[cH:9]1.[CH3:33][CH2:34][OH:35].[Cl-:36].[H-:27].[H-:30].[H-:31].[H-:32].[Li+:29].[NH4+:37].[O:38]1[CH2:39][CH2:40][CH2:41][CH2:42]1>>[C:1]([CH3:2])([CH3:3])([CH3:4])[c:5]1[n:6][n:7]([CH2:15][c:16]2[cH:17][cH:18][c:19]([CH2:22][O:23][CH2:24][O:25][CH3:26])[cH:20][cH:21]2)[c:8]([CH2:10][OH:11])[cH:9]1. The reactants are C=CCOC(=O)Nc1ccc2[nH]cc(CCNC(C)=O)c2c1, C1CCOC1, [Na+], [OH-], OO. Product: CC(=O)NCCc1c[nH]c2ccc(NC(=O)OCCCO)cc12. RXN SMILES: [CH2:1]([CH:2]=[CH2:3])[O:4][C:5]([NH:6][c:7]1[cH:8][c:9]2[c:10]([CH2:16][CH2:17][NH:18][C:19]([CH3:20])=[O:21])[cH:11][nH:12][c:13]2[cH:14][cH:15]1)=[O:22].[CH2:27]1[O:28][CH2:29][CH2:30][CH2:31]1.[Na+:24].[OH-:23].[OH:25][OH:26]>>[CH2:1]([CH2:2][CH2:3][OH:23])[O:4][C:5]([NH:6][c:7]1[cH:8][c:9]2[c:10]([CH2:16][CH2:17][NH:18][C:19]([CH3:20])=[O:21])[cH:11][nH:12][c:13]2[cH:14][cH:15]1)=[O:22]. The product is BrC=1C=C(C=CC1)N1N=C(N=C1)OC(C)C(=O)OCC (1-(3-bromophenyl)-3-(1-ethoxycarbonylethoxy)-1,2,4-1H-triazole). The solvent is CS(=O)C (dimethylsulfoxide). Procedure: The process was carried out as described in Example 3, starting with 2.8 g of sodium, 50 ml of ethanol, 75 ml of dimethylsulfoxide, 29 g of 1-(3-bromophenyl)-3-hydroxy-1,2,4-1H-triazole and 21.9 g of ethyl 2-bromopropionate. The yield was 31.8 g of the desired product, m.p. 83°-85°. RXN SMILES: [Na].C(O)C.[Br:5][C:6]1[CH:7]=[C:8]([N:12]2[CH:16]=[N:15][C:14]([OH:17])=[N:13]2)[CH:9]=[CH:10][CH:11]=1.Br[CH:19]([CH3:25])[C:20]([O:22][CH2:23][CH3:24])=[O:21]>CS(C)=O>[Br:5][C:6]1[CH:7]=[C:8]([N:12]2[CH:16]=[N:15][C:14]([O:17][CH:19]([C:20]([O:22][CH2:23][CH3:24])=[O:21])[CH3:25])=[N:13]2)[CH:9]=[CH:10][CH:11]=1 |^1:0|. Reactants: [Na] (sodium), BrC(C(=O)OCC)C (ethyl 2-bromopropionate), C(C)O (ethanol), BrC=1C=C(C=CC1)N1N=C(N=C1)O (1-(3-bromophenyl)-3-hydroxy-1,2,4-1H-triazole). The yield is 77.4%. Starting materials: COC1=C(C(N(CC1)C)=O)C(=O)OCC (ethyl 4-methoxy-1-methyl-2-oxo-1,2,5,6-tetrahydropyridine-3-carboxylate), ClC=1C=C(CN2C(CNCC2)=O)C=CC1F (1-(3-chloro-4-fluorobenzyl)piperazin-2-one), resultant solution. Solvent: C(CO)O (ethylene glycol), CO (methanol). Run at temperature 250 celsius. The product is ClC=1C=C(CN2C(C=3N(CC2)C2=C(C3O)C(N(CC2)C)=O)=O)C=CC1F (8-(3-Chloro-4-fluorobenzyl)-10-hydroxy-2-methyl-3,4,7,8-tetrahydro-pyrido-[3′,4′:4,5]pyrrolo[1,2-a]pyrazine-1,9(2H,6H)-dione). Reaction SMILES: CO[C:3]1[CH2:8][CH2:7][N:6]([CH3:9])[C:5](=[O:10])[C:4]=1[C:11]([O:13]CC)=O.[Cl:16][C:17]1[CH:18]=[C:19]([CH:28]=[CH:29][C:30]=1[F:31])[CH2:20][N:21]1[CH2:26][CH2:25][NH:24][CH2:23][C:22]1=[O:27]>C(O)CO.CO>[Cl:16][C:17]1[CH:18]=[C:19]([CH:28]=[CH:29][C:30]=1[F:31])[CH2:20][N:21]1[CH2:26][CH2:25][N:24]2[C:3]3[CH2:8][CH2:7][N:6]([CH3:9])[C:5](=[O:10])[C:4]=3[C:11]([OH:13])=[C:23]2[C:22]1=[O:27]. Procedure: A mixture of ethyl 4-methoxy-1-methyl-2-oxo-1,2,5,6-tetrahydropyridine-3-carboxylate (0.27 g, 1.27 mmol) and 1-(3-chloro-4-fluorobenzyl)piperazin-2-one (0.92 g, 3.80 mmol) in ethylene glycol (2.5 mL) was heated in a sealed tube at 250° C. in a microwave reactor for 20 minutes with stirring. The resultant solution was diluted with methanol (2.5 mL) and cooled to 0° C. The white solid precipitate was filtered, washed successively with cold methanol and diethyl ether, and then dried under vacuum to... Starting materials: CN1CCCN(C1=O)C (DMPU), C[Si](C)(C)[N-][Si](C)(C)C.[Li+] (lithium bis(trimethylsilyl)amide), C(=O)(OC(C)(C)C)N[C@@H](CC1=CC=CC=C1)[C@@H]1CCC(O1)=O (5(S)-[1(S)-(Boc-amino)-2-phenylethyl]dihydrofuran-2-(3H)-one), solution, COC=1C=C(CI)C=CC1OC (3,4-dimethoxybenzyl iodide). Run in C1CCOC1 (THF), C1CCOC1 (THF). The product is eluents D, C(=O)(OC(C)(C)C)N[C@@H](CC1=CC=CC=C1)[C@@H]1C[C@H](C(O1)=O)CC1=CC(=C(C=C1)OC)OC (5(S)-[1(S)-(Boc-Amino)-2-phenylethyl]-3(R)-[(3,4-dimethoxyphenyl)methyl]dihydrofuran-2-(3H)-one). Reaction SMILES: [C:1]([NH:8][C@H:9]([C@H:17]1[O:21][C:20](=[O:22])[CH2:19][CH2:18]1)[CH2:10][C:11]1[CH:16]=[CH:15][CH:14]=[CH:13][CH:12]=1)([O:3][C:4]([CH3:7])([CH3:6])[CH3:5])=[O:2].C[Si]([N-][Si](C)(C)C)(C)C.[Li+].CN1C(=O)N(C)CCC1.[CH3:42][O:43][C:44]1[CH:45]=[C:46]([CH:49]=[CH:50][C:51]=1[O:52][CH3:53])[CH2:47]I>C1COCC1>[C:1]([NH:8][C@H:9]([C@H:17]1[O:21][C:20](=[O:22])[C@H:19]([CH2:47][C:46]2[CH:49]=[CH:50][C:51]([O:52][CH3:53])=[C:44]([O:43][CH3:42])[CH:45]=2)[CH2:18]1)[CH2:10][C:11]1[CH:16]=[CH:15][CH:14]=[CH:13][CH:12]=1)([O:3][C:4]([CH3:6])([CH3:7])[CH3:5])=[O:2] |f:1.2|. Reported procedure: In analogy with Example 44c), 1 g of 5(S)-[1(S)-(Boc-amino)-2-phenylethyl]dihydrofuran-2-(3H)-one [Example 2b)] in 4 ml of abs. THF is deprotonated (-75° C.) with 6.42 ml of a 1M solution of lithium bis(trimethylsilyl)amide in THF, with the addition of 0.66 ml of DMPU, and alkylated with 911 mg of 3,4-dimethoxybenzyl iodide. Chromatography on silica gel (eluents D, C and J) gives the pure title compound. TLC Rf (C)=0.42. MS M+ =455.